This data is from the Open Reaction Database (ORD), a public repository of structured organic reaction records. The task is: describe an organic reaction: reactants, conditions, products, and yield Reactants: COC=1C=C(C=CC1OC)NC(=S)N1CCN(CC1)C1=NC=NC2=CC(=C(C=C12)OC)OC (N-(3,4-dimethoxyphenyl)-4-(6,7-dimethoxy-4-quinazolinyl)-1-piperazinethiocarboxamide), N#CN (cyanamide), C1CCC(CC1)N=C=NC2CCCCC2 (DCC), CCN(C(C)C)C(C)C (Hünig base), N#CN (cyanamide), C1CCC(CC1)N=C=NC2CCCCC2 (DCC), C(C)(C)N(C(C)C)CC (N,N-diisopropylethylamine). The solvent is C(C)#N (acetonitrile). Yields the product C(#N)N=C(NC1=CC(=C(C=C1)OC)OC)N1CCN(CC1)C1=NC=NC2=CC(=C(C=C12)OC)OC (N′-Cyano-N-(3,4-dimethoxyphenyl)-4-(6,7-dimethoxy-4-quinazolinyl)-1-piperazinecarboxamidine). Yield: 32.7%. RXN SMILES: [CH3:1][O:2][C:3]1[CH:4]=[C:5]([NH:11][C:12]([N:14]2[CH2:19][CH2:18][N:17]([C:20]3[C:29]4[C:24](=[CH:25][C:26]([O:32][CH3:33])=[C:27]([O:30][CH3:31])[CH:28]=4)[N:23]=[CH:22][N:21]=3)[CH2:16][CH2:15]2)=S)[CH:6]=[CH:7][C:8]=1[O:9][CH3:10].C1CCC([N:40]=[C:41]=[N:42]C2CCCCC2)CC1.C(N(CC)C(C)C)(C)C.N#CN>C(#N)C>[C:41]([N:42]=[C:12]([N:14]1[CH2:19][CH2:18][N:17]([C:20]2[C:29]3[C:24](=[CH:25][C:26]([O:32][CH3:33])=[C:27]([O:30][CH3:31])[CH:28]=3)[N:23]=[CH:22][N:21]=2)[CH2:16][CH2:15]1)[NH:11][C:5]1[CH:6]=[CH:7][C:8]([O:9][CH3:10])=[C:3]([O:2][CH3:1])[CH:4]=1)#[N:40]. Procedure: To an acetonitrile solution (15 mL) of N-(3,4-dimethoxyphenyl)-4-(6,7-dimethoxy-4-quinazolinyl)-1-piperazinethiocarboxamide (499 mg, 1.07 mmol) described in WO 98/14431, DCC (4397 mg, 2.13 mmol), N,N-diisopropylethylamine (Hünig base) (0.19 mL, 1.09 mmol) and cyanamide (224 mg, 5.32 mmol) were added, followed by heating under reflux in argon atmosphere for 2 days. DCC (439 mg, 2.13 mmol), Hünig base (0.19 mL, 1.09 mmol) and cyanamide (224 mg, 5.32 mmol) were further added thereto, followed by he... Reactants: resultant solution, CCOCC (ether), C1(CCCC1)NC1=CC=CC=2N1N=C(C2C(\C=C\N(C)C)=O)C2=CC=C(C=C2)F ((2E)-1-[7-(cyclopentylamino)-2-(4-fluorophenyl)pyrazolo[1,5-α]pyridin-3-yl]-3-(dimethylamino)-2-propen-1-one), Cl.C1(CCCC1)NC(=N)N (N-cyclopentylguanidine hydrochloride), CC(C)([O-])C.[K+] (potassium tert-butoxide). Solvent: O (water), O1CCCC1 (tetrahydrofuran). Yields the product C1(CCCC1)NC1=CC=CC=2N1N=C(C2C2=NC(=NC=C2)NC2CCCC2)C2=CC=C(C=C2)F (N-cyclopentyl-3-[2-(cyclopentylamino)-4-pyrimidinyl]-2-(4-fluorophenyl)pyrazolo[1,5-α]pyridin-7-amine). Yield: 91.1%. RXN SMILES: [CH:1]1([NH:6][C:7]2[N:12]3[N:13]=[C:14]([C:23]4[CH:28]=[CH:27][C:26]([F:29])=[CH:25][CH:24]=4)[C:15]([C:16](=O)/[CH:17]=[CH:18]/N(C)C)=[C:11]3[CH:10]=[CH:9][CH:8]=2)[CH2:5][CH2:4][CH2:3][CH2:2]1.Cl.[CH:31]1([NH:36][C:37]([NH2:39])=[NH:38])[CH2:35][CH2:34][CH2:33][CH2:32]1.CC(C)([O-])C.[K+].CCOCC>O1CCCC1.O>[CH:1]1([NH:6][C:7]2[N:12]3[N:13]=[C:14]([C:23]4[CH:28]=[CH:27][C:26]([F:29])=[CH:25][CH:24]=4)[C:15]([C:16]4[CH:17]=[CH:18][N:39]=[C:37]([NH:36][CH:31]5[CH2:35][CH2:34][CH2:33][CH2:32]5)[N:38]=4)=[C:11]3[CH:10]=[CH:9][CH:8]=2)[CH2:2][CH2:3][CH2:4][CH2:5]1 |f:1.2,3.4|. Procedure details: To a solution of (2E)-1-[7-(cyclopentylamino)-2-(4-fluorophenyl)pyrazolo[1,5-α]pyridin-3-yl]-3-(dimethylamino)-2-propen-1-one (3.5 g, 8.9 mmol) in tetrahydrofuran (36 mL, 0.25 M) was added N-cyclopentylguanidine hydrochloride (1.89 g, 11.6 mmol), followed by solid potassium tert-butoxide (2.6 g, 23.2 mmol) in two portions. The resultant solution was heated to reflux for 23 hours. Upon cooling to room temperature, ether was added followed by water. The organics were washed with brine, and the aqu...